This data is from the Open Reaction Database (ORD), a public repository of structured organic reaction records. The task is: describe an organic reaction: reactants, conditions, products, and yield Reactants: [Li+].[OH-] (LiOH), FC=1C=C(C(=O)OC[C@H](C(C)C)N(C(C2=CC(=C(C=C2)F)F)=O)C)C=CC1F ((S)-2-(3,4-difluoro-N-methylbenzamido)-3-methylbutyl 3,4-difluorobenzoate), [Li+].[OH-] (LiOH), C(C)(=O)O (acetic acid), resultant mixture, C(=O)(O)[O-].[Na+] (NaHCO3). The solvent is CO (MeOH). Reaction conditions: time 2 hour. Yields the product FC=1C=C(C(=O)N(C)[C@H](CO)C(C)C)C=CC1F ((S)-3,4-Difluoro-N-(1-hydroxy-3-methylbutan-2-yl)-N-methylbenzamide). Yield: 99.0%. As a reaction SMILES: [Li+].[OH-].FC1C=C(C=CC=1F)C([O:9][CH2:10][C@@H:11]([N:15]([CH3:26])[C:16](=[O:25])[C:17]1[CH:22]=[CH:21][C:20]([F:23])=[C:19]([F:24])[CH:18]=1)[CH:12]([CH3:14])[CH3:13])=O.C(O)(=O)C.C([O-])(O)=O.[Na+]>CO>[F:24][C:19]1[CH:18]=[C:17]([CH:22]=[CH:21][C:20]=1[F:23])[C:16]([N:15]([C@@H:11]([CH:12]([CH3:14])[CH3:13])[CH2:10][OH:9])[CH3:26])=[O:25] |f:0.1,4.5|. Reported procedure: LiOH (25.7 mL, 12.83 mmol) was added to (S)-2-(3,4-difluoro-N-methylbenzamido)-3-methylbutyl 3,4-difluorobenzoate (Compound C2.2) (4 g, 8.56 mmol) in MeOH (40 mL). The resultant mixture was stirred at rt over night. Additional LiOH (10.27 mL, 10.27 mmol) was added and the stirring continued for 2 h. The mixture was neutralized by the addition of acetic acid. The solvent was removed and DCM (50 mL) was added. The organic phase was washed with NaHCO3 (saturated, 1×50 mol, 2×30 mL), dried (Na2SO4) ...